From a dataset of the Open Reaction Database (ORD), a public repository of structured organic reaction records. describe an organic reaction: reactants, conditions, products, and yield The reactants are C(C)(=O)O[BH-](OC(C)=O)OC(C)=O.[Na+] (sodium triacetoxyborohydride), NCCC1=CNC2=CC=CC=C12 (tryptamine), CN(C1(CCC(CC1)=O)C1=CC=CC=C1)C (4-dimethylamino-4-phenylcyclohexanone), ClCCCl (1,2-dichloroethane). The solvent is C(C)(=O)O (acetic acid), O1CCCC1 (tetrahydrofuran). Run at time 4 day. The product is N1C=C(C2=CC=CC=C12)CCNC1CCC(CC1)(N(C)C)C1=CC=CC=C1 (N′-[2-(1H-indol-3-yl)-ethyl]-N,N-dimethyl-1-phenyl-cyclohexane-1,4-diamine). Reaction SMILES: [NH2:1][CH2:2][CH2:3][C:4]1[C:12]2[C:7](=[CH:8][CH:9]=[CH:10][CH:11]=2)[NH:6][CH:5]=1.[CH3:13][N:14]([CH3:28])[C:15]1([C:22]2[CH:27]=[CH:26][CH:25]=[CH:24][CH:23]=2)[CH2:20][CH2:19][C:18](=O)[CH2:17][CH2:16]1.ClCCCl.C(O[BH-](OC(=O)C)OC(=O)C)(=O)C.[Na+]>O1CCCC1.C(O)(=O)C>[NH:6]1[C:7]2[C:12](=[CH:11][CH:10]=[CH:9][CH:8]=2)[C:4]([CH2:3][CH2:2][NH:1][CH:18]2[CH2:17][CH2:16][C:15]([C:22]3[CH:23]=[CH:24][CH:25]=[CH:26][CH:27]=3)([N:14]([CH3:28])[CH3:13])[CH2:20][CH2:19]2)=[CH:5]1 |f:3.4|. Procedure details: 1.12 g tryptamine and 1.52 g 4-dimethylamino-4-phenylcyclohexanone were dissolved in dry tetrahydrofuran (12 ml) and 1,2-dichloroethane (40 ml) under argon. Glacial acetic acid (801 μl) and 1.92 g sodium triacetoxyborohydride were added to this mixture and the mixture was stirred for four days at RT. For working up, the reaction mixture was concentrated and the residue was taken up in water (20 ml), two molar hydrochloric acid (5 ml) and ether (35 ml). The aqueous phase was separated off, washed... Reactants: CC=1C=C2C=CC(=NC2=CC1)COC=1C=C(N)C=CC1 (3-(6-methyl-2-quinolinylmethoxy)aniline), C(C)C1(C(=O)OC(C1)=O)CC (2,2-diethylsuccinic acid anhydride). Solvent: N1=CC=CC=C1 (pyridine). Run at time 30 minute. The product is CC=1C=C2C=CC(=NC2=CC1)COC=1C=C(C=CC1)NC(CC(C(=O)O)(CC)CC)=O (4-[3-(6-methyl-2-quinolinylmethoxy)phenylamino]-2,2-diethyl-4-oxobutanoic acid). Reaction SMILES: [CH3:1][C:2]1[CH:3]=[C:4]2[C:9](=[CH:10][CH:11]=1)[N:8]=[C:7]([CH2:12][O:13][C:14]1[CH:15]=[C:16]([CH:18]=[CH:19][CH:20]=1)[NH2:17])[CH:6]=[CH:5]2.[CH2:21]([C:23]1([CH2:30][CH3:31])[CH2:28][C:27](=[O:29])[O:26][C:24]1=[O:25])[CH3:22]>N1C=CC=CC=1>[CH3:1][C:2]1[CH:3]=[C:4]2[C:9](=[CH:10][CH:11]=1)[N:8]=[C:7]([CH2:12][O:13][C:14]1[CH:15]=[C:16]([NH:17][C:27](=[O:29])[CH2:28][C:23]([CH2:30][CH3:31])([CH2:21][CH3:22])[C:24]([OH:26])=[O:25])[CH:18]=[CH:19][CH:20]=1)[CH:6]=[CH:5]2. Procedure details: 2.05 g of 3-(6-methyl-2-quinolinylmethoxy)aniline and 2.42 g of 2,2-diethylsuccinic acid anhydride are stirred in 30 ml of pyridine for 72 hours at 20° and concentrated by evaporation. The residue is suspended in 25 ml of 2N aqueous hydrochloric acid and the suspension is stirred for 30 min. at 20° and filtered. The precipitate is washed with water and crystallised from ethanol to give the title compound in the form of crystals of m.p. 175°, IR (Nujol): inter alia 3600-2600, 3320, 1685, 1545 cm-... Starting materials: C(C)OC(C[C@H](C=CCN1C([C@H](C[C@H]1C)NC(=O)OC(C)(C)C)=O)C=1C=NC(=CC1)OC)=O (6-(3(S)-tert-Butoxycarbonylamino-5(R)-methyl-2-oxo-pyrrolidin-1-yl)-3(R)-(6-methoxy-pyridin-3-yl)-hex-4-enoic Acid Ethyl Ester). Reagents/catalysts: [Pd] (Pd on carbon). The solvent is C(C)O (ethanol), CO (methanol). Reaction conditions: time 1.5 hour. Product: C(C)OC(C[C@H](CCCN1C([C@H](C[C@H]1C)NC(=O)OC(C)(C)C)=O)C=1C=NC(=CC1)OC)=O (6-(3(S)-tert-Butoxycarbonylamino-5(R)-methyl-2-oxo-pyrrolidin-1-yl)-3(S)-(6-methoxy-pyridin-3-yl)-hexanoic Acid Ethyl Ester). RXN SMILES: [CH2:1]([O:3][C:4](=[O:33])[CH2:5][C@@H:6]([C:25]1[CH:26]=[N:27][C:28]([O:31][CH3:32])=[CH:29][CH:30]=1)[CH:7]=[CH:8][CH2:9][N:10]1[C@H:14]([CH3:15])[CH2:13][C@H:12]([NH:16][C:17]([O:19][C:20]([CH3:23])([CH3:22])[CH3:21])=[O:18])[C:11]1=[O:24])[CH3:2]>CO.C(O)C.[Pd]>[CH2:1]([O:3][C:4](=[O:33])[CH2:5][C@@H:6]([C:25]1[CH:26]=[N:27][C:28]([O:31][CH3:32])=[CH:29][CH:30]=1)[CH2:7][CH2:8][CH2:9][N:10]1[C@H:14]([CH3:15])[CH2:13][C@H:12]([NH:16][C:17]([O:19][C:20]([CH3:21])([CH3:23])[CH3:22])=[O:18])[C:11]1=[O:24])[CH3:2]. Procedure details: To stirred solution of 4-6 (250 mg) in methanol (15 mL) was added a suspension of 10% Pd on carbon (90 mg) in ethanol (2 mL). The resulting suspension was stirred under an atmosphere of hydrogen for 1.5 hours. The mixture was filtered through Celite. The solvent was evaporated to give 4-7 as a colorless oil. Starting materials: ice water, NC=1SC=C(N1)/C(/C(=O)Cl)=N/OC(C)=O (2-(2-aminothiazol-4-yl)-2-(Z)-(acetoxyimino)acetylchloride), salt, N[C@H]1[C@@H]2N(C(=C(CS2)SCC=2C=NNC2)C(=O)OC(C2=CC=CC=C2)C2=CC=CC=C2)C1=O (diphenylmethyl 7β-amino-3-[(pyrazol-4-yl)methylthio]-3-cephem-4-carboxylate), C[Si](NC(=O)N[Si](C)(C)C)(C)C (1,3-bis(trimethylsilyl)urea), C([O-])(O)=O.[Na+] (sodium bicarbonate). Run in C(C)(=O)OCC (ethyl acetate), C(C)#N (acetonitrile), C1CCOC1 (THF). Run at temperature 35 celsius, time 10 minute. Product: NC=1SC=C(N1)/C(/C(=O)N[C@H]1[C@@H]2N(C(=C(CS2)SCC=2C=NNC2)C(=O)OC(C2=CC=CC=C2)C2=CC=CC=C2)C1=O)=N/OC(C)=O (diphenylmethyl 7β-[2-(2-aminothiazol-4-yl)-2-(Z)-(acetoxyimino)acetamido]-3-[(pyrazol-4-yl)methylthio]-3-cephem-4-carboxylate). Reaction SMILES: [NH2:1][C@@H:2]1[C:32](=[O:33])[N:4]2[C:5]([C:16]([O:18][CH:19]([C:26]3[CH:31]=[CH:30][CH:29]=[CH:28][CH:27]=3)[C:20]3[CH:25]=[CH:24][CH:23]=[CH:22][CH:21]=3)=[O:17])=[C:6]([S:9][CH2:10][C:11]3[CH:12]=[N:13][NH:14][CH:15]=3)[CH2:7][S:8][C@H:3]12.C[Si](C)(C)NC(N[Si](C)(C)C)=O.[NH2:46][C:47]1[S:48][CH:49]=[C:50](/[C:52](=[N:56]/[O:57][C:58](=[O:60])[CH3:59])/[C:53](Cl)=[O:54])[N:51]=1.C(=O)(O)[O-].[Na+]>C1COCC1.C(#N)C.C(OCC)(=O)C>[NH2:46][C:47]1[S:48][CH:49]=[C:50](/[C:52](=[N:56]/[O:57][C:58](=[O:60])[CH3:59])/[C:53]([NH:1][C@@H:2]2[C:32](=[O:33])[N:4]3[C:5]([C:16]([O:18][CH:19]([C:20]4[CH:25]=[CH:24][CH:23]=[CH:22][CH:21]=4)[C:26]4[CH:31]=[CH:30][CH:29]=[CH:28][CH:27]=4)=[O:17])=[C:6]([S:9][CH2:10][C:11]4[CH:15]=[N:14][NH:13][CH:12]=4)[CH2:7][S:8][C@H:3]23)=[O:54])[N:51]=1 |f:3.4|. Procedure: Under nitrogen atmosphere, to a suspension of diphenylmethyl 7β-amino-3-[(pyrazol-4-yl)methylthio]-3-cephem-4-carboxylate (30.2 g) in THF (800 ml) was added herein 1,3-bis(trimethylsilyl)urea (25.8 g) was added at the room temperature. The reaction mixture was warmed at 35° C. and dissolved, and then it was cooled below 0° C. A suspension of 2-(2-aminothiazol-4-yl)-2-(Z)-(acetoxyimino)acetylchloride monohydrochiloride salt (17.93 g) in acetonitrile (200 ml) was dropped into the above reaction mi... The reactants are C1(=CC=CC=C1)S(=O)(=O)C[C@H]1[C@H](CC[C@H](C1)NC(C)C)N1C(C=C(CC1)C1=CC(=CC=C1)C(F)(F)F)=O ([(1S,2R,4R)-2-benzenesulfonylmethyl-4-isopropylamino-cyclohexyl)-4-(3-trifluoromethylphenyl)-5,6-dihydro-1H-pyridin-2-one), C=O (formaldehyde), O (Water), C(#N)[BH3-].[Na+] (Sodium cyanoborohydride). The solvent is CO (methanol). Run at time 45 minute. The product is C1(=CC=CC=C1)S(=O)(=O)C[C@H]1[C@H](CC[C@H](C1)N(C)C(C)C)N1C(C=C(CC1)C1=CC(=CC=C1)C(F)(F)F)=O (1-[(1S,2R,4R)-2-benzenesulfonylmethyl-4-(isopropyl-methyl-amino)cyclohexyl]-4-(3-trifluoromethyl-phenyl)-5,6-dihydro-1H-pyridin-2-one). The yield is 99.4%. RXN SMILES: [C:1]1([S:7]([CH2:10][C@@H:11]2[CH2:16][C@H:15]([NH:17][CH:18]([CH3:20])[CH3:19])[CH2:14][CH2:13][C@@H:12]2[N:21]2[CH2:26][CH2:25][C:24]([C:27]3[CH:32]=[CH:31][CH:30]=[C:29]([C:33]([F:36])([F:35])[F:34])[CH:28]=3)=[CH:23][C:22]2=[O:37])(=[O:9])=[O:8])[CH:6]=[CH:5][CH:4]=[CH:3][CH:2]=1.C=O.[C:40]([BH3-])#N.[Na+].O>CO>[C:1]1([S:7]([CH2:10][C@@H:11]2[CH2:16][C@H:15]([N:17]([CH:18]([CH3:20])[CH3:19])[CH3:40])[CH2:14][CH2:13][C@@H:12]2[N:21]2[CH2:26][CH2:25][C:24]([C:27]3[CH:32]=[CH:31][CH:30]=[C:29]([C:33]([F:36])([F:34])[F:35])[CH:28]=3)=[CH:23][C:22]2=[O:37])(=[O:8])=[O:9])[CH:6]=[CH:5][CH:4]=[CH:3][CH:2]=1 |f:2.3|. Reported procedure: A solution of 1-([(1S,2R,4R)-2-benzenesulfonylmethyl-4-isopropylamino-cyclohexyl)-4-(3-trifluoromethylphenyl)-5,6-dihydro-1H-pyridin-2-one (41 mg, 0.077 mmol) in methanol (1 mL) was treated with aqueous formaldehyde (37%, 0.029 mL, 0.383 mmol) and the mixture was stirred for 45 min. Sodium cyanoborohydride (7 mg, 0.115 mmol) was added, and the mixture stirred at room temperature for 2 h. Water was added and the mixture was extracted with ethyl acetate. The extracts were washed with brine, dried ... Reactants: BrC1=CC=C(C=C1)N1C(=NC(=C1)C(CO)(C)C)C1=C(C=CC=C1Cl)Cl (2-[1-(4-bromophenyl)-2-(2,6-dichlorophenyl)-1H-imidazol-4-yl]-2-methyl-propan-1-ol), CS(=O)(=O)C=1C=C(C=CC1)B(O)O (3-methanesulfonyl-phenylboronic acid), C([O-])([O-])=O.[K+].[K+] (potassium carbonate), Cl2 Pd(dppf). Reaction conditions: temperature 60 celsius. Product: ClC1=C(C(=CC=C1)Cl)C=1N(C=C(N1)C(CO)(C)C)C1=CC=C(C=C1)C1=CC(=CC=C1)S(=O)(=O)C (2-[2-(2,6-dichlorophenyl)-1-(3′-methanesulfonyl-biphenyl-4-yl)-1H-imidazol-4-yl]-2-methyl-propan-1-ol). The yield is 14.8%. As a reaction SMILES: Br[C:2]1[CH:7]=[CH:6][C:5]([N:8]2[CH:12]=[C:11]([C:13]([CH3:17])([CH3:16])[CH2:14][OH:15])[N:10]=[C:9]2[C:18]2[C:23]([Cl:24])=[CH:22][CH:21]=[CH:20][C:19]=2[Cl:25])=[CH:4][CH:3]=1.[CH3:26][S:27]([C:30]1[CH:31]=[C:32](B(O)O)[CH:33]=[CH:34][CH:35]=1)(=[O:29])=[O:28].C(=O)([O-])[O-].[K+].[K+]>>[Cl:25][C:19]1[CH:20]=[CH:21][CH:22]=[C:23]([Cl:24])[C:18]=1[C:9]1[N:8]([C:5]2[CH:6]=[CH:7][C:2]([C:34]3[CH:33]=[CH:32][CH:31]=[C:30]([S:27]([CH3:26])(=[O:29])=[O:28])[CH:35]=3)=[CH:3][CH:4]=2)[CH:12]=[C:11]([C:13]([CH3:17])([CH3:16])[CH2:14][OH:15])[N:10]=1 |f:2.3.4|. Procedure: A stirred mixture of 2-[1-(4-bromophenyl)-2-(2,6-dichlorophenyl)-1H-imidazol-4-yl]-2-methyl-propan-1-ol (202 mg, 0.46 mmol), 3-methanesulfonyl-phenylboronic acid (92 mg, 0.46 mmol), potassium carbonate (0.19 g, 1.4 mmol), Cl2 Pd(dppf).DCM (19 mg, 5 mol %) and H2O (0.25 mL) in DME (2.5 mL) was sparged with Argon for 5 min and then heated at 60° C. as a sealed flask. After 30 min the reaction mixture was concentrated under reduced pressure and purified by chromatography (silica, EtOAc/Hex, 40:60 t... Starting materials: C([O-])(O)=O.[Na+] (sodium bicarbonate), N1CCOCC1 (Morpholine), C(C)(=O)O (acetic acid), C(=O)C1=CC=C(C(=O)OCOC(=O)N2C=C(C3=CC=CC=C23)CC(C)(C(NC(C)C2=CC=CC=C2)=O)NC(=O)OCC=2OC3=C(C2)C=CC=C3)C=C1 (3-[2-(Benzofuran-2-ylmethoxycarbonylamino)-2-(1-phenyl-ethylcarbamoyl)-propyl]-indole-1-carboxylic acid 4-formylbenzoyloxymethyl ester), ClCCl (dichloromethane). Conditions: time 3 hour. Product: Cl.N1(CCOCC1)CC1=CC=C(C(=O)OCOC(=O)N2C=C(C3=CC=CC=C23)CC(C)(C(NC(C)C2=CC=CC=C2)=O)NC(=O)OCC=2OC3=C(C2)C=CC=C3)C=C1 (3-[2-(Benzofuran-2-ylmethoxycarbonylamino)-2-(1-phenyl-ethylcarbamoyl)-propyl]-indole-1-carboxylic acid 4-morpholin-4-ylmethyl-benzoyloxymethyl ester monohydrochloride salt). Yield: 70.0%. Reaction SMILES: [NH:1]1[CH2:6][CH2:5][O:4][CH2:3][CH2:2]1.C(O)(=O)C.[CH:11]([C:13]1[CH:62]=[CH:61][C:16]([C:17]([O:19][CH2:20][O:21][C:22]([N:24]2[C:32]3[C:27](=[CH:28][CH:29]=[CH:30][CH:31]=3)[C:26]([CH2:33][C:34]([NH:47][C:48]([O:50][CH2:51][C:52]3[O:53][C:54]4[CH:60]=[CH:59][CH:58]=[CH:57][C:55]=4[CH:56]=3)=[O:49])([C:36](=[O:46])[NH:37][CH:38]([C:40]3[CH:45]=[CH:44][CH:43]=[CH:42][CH:41]=3)[CH3:39])[CH3:35])=[CH:25]2)=[O:23])=[O:18])=[CH:15][CH:14]=1)=O.C(=O)(O)[O-].[Na+].[Cl:68]CCl>>[ClH:68].[N:1]1([CH2:11][C:13]2[CH:62]=[CH:61][C:16]([C:17]([O:19][CH2:20][O:21][C:22]([N:24]3[C:32]4[C:27](=[CH:28][CH:29]=[CH:30][CH:31]=4)[C:26]([CH2:33][C:34]([NH:47][C:48]([O:50][CH2:51][C:52]4[O:53][C:54]5[CH:60]=[CH:59][CH:58]=[CH:57][C:55]=5[CH:56]=4)=[O:49])([C:36](=[O:46])[NH:37][CH:38]([C:40]4[CH:45]=[CH:44][CH:43]=[CH:42][CH:41]=4)[CH3:39])[CH3:35])=[CH:25]3)=[O:23])=[O:18])=[CH:15][CH:14]=2)[CH2:6][CH2:5][O:4][CH2:3][CH2:2]1 |f:3.4,6.7|. Procedure: Morpholine (0.164 mL, 1.88 mmol, 1.1 eq.) and acetic acid (0.108 mL, 1.88 mmol, 1.1 eq.) were added to a solution of compound 19 (1.2 g, 1.71 mmol) in dry dichloromethane (20 mL) under N2 in an ice bath. Then NaHB(OAC)3 (0.508 g, 2.39 mmol, 1.4 eq.) was added in three equal portions in 10 minutes. After the addition, the reaction mixture was stirred for 3 hours at room temperature. A solution of saturated sodium bicarbonate (30 mL) was added to the reaction mixture and stirred at room temperatur...